This data is from the Open Reaction Database (ORD), a public repository of structured organic reaction records. The task is: describe an organic reaction: reactants, conditions, products, and yield The reactants are ClC(COC(=O)N1C2=CC=CC=C2C=2CCN(CC12)S(=O)(=O)CC(C(=O)OC(C)(C)C)C1CCN(CC1)C(=O)OCC1=CC=CC=C1)(Cl)Cl (2-[2-(1-benzyloxycarbonyl-piperidin-4-yl)-2-tert butoxy carbonyl-ethanesulfonyl]-1,2,3,4-tetrahydro-β-carboline-9-carboxylic acid 2,2,2-trichloro-ethyl ester), CO (methanol). Solvent: ClCCl (dichloromethane). Yields the product ClC(COC(=O)N1C2=CC=CC=C2C=2CCN(CC12)S(=O)(=O)CC(C(=O)O)C1CCN(CC1)C(=O)OCC1=CC=CC=C1)(Cl)Cl (2-[2-(1-Benzyloxycarbonyl-piperidin4-yl)-2-carboxy-ethanesulfonyl]-1,2,3,4-tetrahydro-β-carboline-9-carboxylic Acid2,2,2-Trichloro-ethyl Ester). Isolated yield 95.4%. RXN SMILES: [Cl:1][C:2]([Cl:49])([Cl:48])[CH2:3][O:4][C:5]([N:7]1[C:19]2[CH2:18][N:17]([S:20]([CH2:23][CH:24]([CH:32]3[CH2:37][CH2:36][N:35]([C:38]([O:40][CH2:41][C:42]4[CH:47]=[CH:46][CH:45]=[CH:44][CH:43]=4)=[O:39])[CH2:34][CH2:33]3)[C:25]([O:27]C(C)(C)C)=[O:26])(=[O:22])=[O:21])[CH2:16][CH2:15][C:14]=2[C:13]2[C:8]1=[CH:9][CH:10]=[CH:11][CH:12]=2)=[O:6].CO>ClCCl>[Cl:49][C:2]([Cl:1])([Cl:48])[CH2:3][O:4][C:5]([N:7]1[C:19]2[CH2:18][N:17]([S:20]([CH2:23][CH:24]([CH:32]3[CH2:33][CH2:34][N:35]([C:38]([O:40][CH2:41][C:42]4[CH:47]=[CH:46][CH:45]=[CH:44][CH:43]=4)=[O:39])[CH2:36][CH2:37]3)[C:25]([OH:27])=[O:26])(=[O:22])=[O:21])[CH2:16][CH2:15][C:14]=2[C:13]2[C:8]1=[CH:9][CH:10]=[CH:11][CH:12]=2)=[O:6]. Reported procedure: Prepared from 2-[2-(1-benzyloxycarbonyl-piperidin-4-yl)-2-tert butoxy carbonyl-ethanesulfonyl]-1,2,3,4-tetrahydro-β-carboline-9-carboxylic acid 2,2,2-trichloro-ethyl ester (600 mg) to give, after chromatography (SiO2, 2.5% methanol in dichloromethane), the title compound (530 mg, 94%) as a pale yellow solid. Product: ClC=1C=C(C=CC1)NC1=NN=C(O1)C=1C=CC2=C(NC(=N2)C2=C(C=C(C=C2C)CCC(=O)O)C)C1 (3-(4-{6-[5-(3-Chlorophenylamino)-[1,3,4]oxadiazol-2-yl]-1H-benzoimidazol-2-yl}-3,5-dimethylphenyl)-propionic acid). Reported procedure: To a solution of 3-(4-{6-[5-(3-chlorophenylamino)-[1,3,4]oxadiazol-2-yl]-1H-benzoimidazol-2-yl}-3,5-dimethylphenyl)-propionic acid methyl ester (190 mg, 0.38 mmol) in MeOH (10 mL) was added 1.0 N NaOH (1.14 mL, 1.14 mmol) and the mixture was stirred at RT for 24 h. The solvent was removed under reduced pressure and water was added. The resulting solution was washed with EtOAc and 1.0 N HCl (1.14 mL) was added to the aqueous phase. The mixture was extracted with EtOAc and the organic phase was dr... Conditions: time 24 hour. Starting materials: COC(CCC1=CC(=C(C(=C1)C)C1=NC2=C(N1)C=C(C=C2)C=2OC(=NN2)NC2=CC(=CC=C2)Cl)C)=O (3-(4-{6-[5-(3-chlorophenylamino)-[1,3,4]oxadiazol-2-yl]-1H-benzoimidazol-2-yl}-3,5-dimethylphenyl)-propionic acid methyl ester), [OH-].[Na+] (NaOH). RXN SMILES: C[O:2][C:3](=[O:36])[CH2:4][CH2:5][C:6]1[CH:11]=[C:10]([CH3:12])[C:9]([C:13]2[NH:17][C:16]3[CH:18]=[C:19]([C:22]4[O:23][C:24]([NH:27][C:28]5[CH:33]=[CH:32][CH:31]=[C:30]([Cl:34])[CH:29]=5)=[N:25][N:26]=4)[CH:20]=[CH:21][C:15]=3[N:14]=2)=[C:8]([CH3:35])[CH:7]=1.[OH-].[Na+]>CO>[Cl:34][C:30]1[CH:29]=[C:28]([NH:27][C:24]2[O:23][C:22]([C:19]3[CH:20]=[CH:21][C:15]4[N:14]=[C:13]([C:9]5[C:8]([CH3:35])=[CH:7][C:6]([CH2:5][CH2:4][C:3]([OH:36])=[O:2])=[CH:11][C:10]=5[CH3:12])[NH:17][C:16]=4[CH:18]=3)=[N:26][N:25]=2)[CH:33]=[CH:32][CH:31]=1 |f:1.2|. Run in CO (MeOH). Starting materials: FC(S(=O)(=O)O)(F)F (Trifluoromethanesulfonic acid), C1C(CC2=CC=CC=C12)N(C(=O)C1=C(C=CC2=CC=CC=C12)O)CC1=C(C=CC=C1)F (2-hydroxy-naphthalene-1-Carboxylic acid indan-2-yl-(2-fluoro-benzyl)-amide). The solvent is N1=CC=CC=C1 (pyridine). Reaction conditions: time 8 hour. Product: C1C(CC2=CC=CC=C12)N(C(=O)C1=C(C=CC2=CC=CC=C12)OS(=O)(=O)C(F)(F)F)CC1=C(C=CC=C1)F (TRIFLUORO-METHANESULFONIC ACID 1-[INDAN-2-YL-(2-FLUORO-BENZYL)-CARBAMOYL]-NAPHTHALEN-2-YL ESTER). As a reaction SMILES: [F:1][C:2]([F:8])([F:7])[S:3]([OH:6])(=[O:5])=[O:4].[CH2:9]1[C:17]2[C:12](=[CH:13][CH:14]=[CH:15][CH:16]=2)[CH2:11][CH:10]1[N:18]([CH2:32][C:33]1[CH:38]=[CH:37][CH:36]=[CH:35][C:34]=1[F:39])[C:19]([C:21]1[C:30]2[C:25](=[CH:26][CH:27]=[CH:28][CH:29]=2)[CH:24]=[CH:23][C:22]=1O)=[O:20]>N1C=CC=CC=1>[CH2:9]1[C:17]2[C:12](=[CH:13][CH:14]=[CH:15][CH:16]=2)[CH2:11][CH:10]1[N:18]([CH2:32][C:33]1[CH:38]=[CH:37][CH:36]=[CH:35][C:34]=1[F:39])[C:19]([C:21]1[C:30]2[C:25](=[CH:26][CH:27]=[CH:28][CH:29]=2)[CH:24]=[CH:23][C:22]=1[O:4][S:3]([C:2]([F:8])([F:7])[F:1])(=[O:6])=[O:5])=[O:20]. Reported procedure: Trifluoromethanesulfonic acid anhydrous (0.27 mL, 1.6 mmol) is added dropwise in 10 minutes to a solution of 2-hydroxy-naphthalene-1-Carboxylic acid indan-2-yl-(2-fluoro-benzyl)-amide (17) (323 mg, 0.8 mmol) in anhydrous pyridine (5 mL) at 0° C. under nitrogen. The mixture is stirred at room temperature overnight and concentrated under reduced pressure. The residue (18) is dried in vacuo and used for the next step without further purification. The reactants are N1C(=O)C(=O)C2=CC=CC=C12 (isatin), NCCO (2-aminoethanol), ClC1=NC2=CC=CC=C2C2=C1C1=CC=CC=C1N2 (6-Chloro-11H-indolo[3,2-c]quinoline), CO (MeOH). Solvent: C(C)OCCO (2-ethoxyethanol). Product: Cl.C1=C2C3=C(C(=NC2=CC=C1)NCCO)C1=CC=CC=C1N3 (2-(11H-indolo[3,2-c]quinolin-6-ylamino)ethanol hydrochloride). Isolated yield 61.0%. Reaction SMILES: [Cl:1][C:2]1[C:11]2[C:12]3[C:17]([NH:18][C:10]=2[C:9]2[C:4](=[CH:5][CH:6]=[CH:7][CH:8]=2)[N:3]=1)=[CH:16][CH:15]=[CH:14][CH:13]=3.[NH:19]1C2C(=CC=CC=2)[C:22](=[O:23])[C:20]1=O.NCCO.CO>C(OCCO)C>[ClH:1].[CH:8]1[CH:7]=[CH:6][CH:5]=[C:4]2[C:9]=1[C:10]1[NH:18][C:17]3[C:12](=[CH:13][CH:14]=[CH:15][CH:16]=3)[C:11]=1[C:2]([NH:19][CH2:20][CH2:22][OH:23])=[N:3]2 |f:5.6|. Procedure: A mixture of compound 4a as obtained from the above Synthesis Ex. 1 (0.50 g, 2 mmol) and 2-aminoethanol (0.24 g, 4 mmol) in 2-ethoxyethanol (20 mL) was heated at 140-150° C. for 48 hrs (by TLC monitoring). After cooling, the reaction mixture was evaporated in vacuo to give a residue, which was treated with MeOH (30 mL) to result in precipitation. The resultant precipitate was collected by filtration and recrystallized with MeOH to give the title compound 7d as a white powder (0.38 g, 61% yield). The reactants are OC=1C=C(C=O)C=CC1 (3-hydroxybenzaldehyde), ClC1=CC=C(CCl)C=C1 (4-chlorobenzyl chloride), C([O-])([O-])=O.[K+].[K+] (potassium carbonate), C(C)(=O)OCC.O (ethyl acetate water). Run in CN(C=O)C (N,N-dimethylformamide). Reaction conditions: temperature 60 celsius, time 3 hour. The product is ClC1=CC=C(COC=2C=C(C=O)C=CC2)C=C1 (3-(4-chlorobenzyloxy)benzaldehyde). The yield is 78.4%. RXN SMILES: [OH:1][C:2]1[CH:3]=[C:4]([CH:7]=[CH:8][CH:9]=1)[CH:5]=[O:6].[Cl:10][C:11]1[CH:18]=[CH:17][C:14]([CH2:15]Cl)=[CH:13][CH:12]=1.C(=O)([O-])[O-].[K+].[K+].C(OCC)(=O)C.O>CN(C)C=O>[Cl:10][C:11]1[CH:18]=[CH:17][C:14]([CH2:15][O:1][C:2]2[CH:3]=[C:4]([CH:7]=[CH:8][CH:9]=2)[CH:5]=[O:6])=[CH:13][CH:12]=1 |f:2.3.4,5.6|. Procedure: To a solution of 1.2 g of 3-hydroxybenzaldehyde in 50 ml of N,N-dimethylformamide were added 2.4 g of 4-chlorobenzyl chloride and 2.1 g of potassium carbonate. The mixture was stirred at 60° C. for 3 hours. After cooling, the reaction mixture was treated with ethyl acetate-water. The resulting ethyl acetate layer was separated, washed with water, dried with anhydrous magnesium sulfate, and subjected to vacuum distillation to remove the solvent. The resulting residue was purified by silica gel co...